From a dataset of the Open Reaction Database (ORD), a public repository of structured organic reaction records. describe an organic reaction: reactants, conditions, products, and yield Starting materials: C(C)(=O)OC1=CC=C(C=C1)C1=CC=C(C=C1)C(C)=O (4-Acetyloxy-4'-acetylbiphenyl), BrCCCCCCCC (1-bromo-n-octane), aqueous solution, [OH-].[K+] (KOH). The solvent is C(C)OCCO (ethylene glycol monoethyl ether). The product is C(CCCCCCC)OC1=CC=C(C=C1)C1=CC=C(C=C1)C(C)=O (4-n-octyloxy-4'-acetylbiphenyl). Yield: 75.8%. Reaction SMILES: [C:1]([O:4][C:5]1[CH:10]=[CH:9][C:8]([C:11]2[CH:16]=[CH:15][C:14]([C:17](=[O:19])[CH3:18])=[CH:13][CH:12]=2)=[CH:7][CH:6]=1)(=O)[CH3:2].[OH-].[K+].Br[CH2:23][CH2:24][CH2:25][CH2:26][CH2:27][CH2:28]CC>C(OCCO)C>[CH2:1]([O:4][C:5]1[CH:10]=[CH:9][C:8]([C:11]2[CH:16]=[CH:15][C:14]([C:17](=[O:19])[CH3:18])=[CH:13][CH:12]=2)=[CH:7][CH:6]=1)[CH2:2][CH2:23][CH2:24][CH2:25][CH2:26][CH2:27][CH3:28] |f:1.2|. Procedure: 4-Acetyloxy-4'-acetylbiphenyl (80.0 g, 0.315 mol) was suspended in ethylene glycol monoethyl ether (300 ml), followed by heating with stirring to obtain a uniform solution, pouring a 50% aqueous solution of KOH (70 g) therein, heating under reflux for 30 minutes, dropwise adding 1-bromo-n-octane (62.7 g, 0.325 mol), heating under reflux for 5 hours, cooling with air, pouring the solution on ice (1 l), extracting with toluene (2 l), washing the toluene layer with an acid, then with an alkali aque... Reactants: [Al+3], C1CCOC1, [H-], [H-], [H-], [H-], Cc1cccc(C(=O)Cl)c1I, [Li+]. Yields the product Cc1cccc(CO)c1I. Reaction SMILES: [Al+3:13].[CH2:18]1[O:19][CH2:20][CH2:21][CH2:22]1.[H-:12].[H-:15].[H-:16].[H-:17].[I:1][c:2]1[c:3]([C:4](=[O:5])[Cl:6])[cH:7][cH:8][cH:9][c:10]1[CH3:11].[Li+:14]>>[I:1][c:2]1[c:3]([CH2:4][OH:5])[cH:7][cH:8][cH:9][c:10]1[CH3:11]. Starting materials: CC=1N=C(SC1C)N (4,5-Dimethylthiazol-2-ylamine), BrCCCC(C)C (1-bromo-4-methyl-pentane), C12(CC3CC(CC(C1)C3)C2)C(=O)O (1-adamantane carboxylic acid). Yields the product CC=1N(/C(/SC1C)=N/C(=O)C12CC3CC(CC(C1)C3)C2)CCCC(C)C (N-[(2Z)-4,5-dimethyl-3-(4-methylpentyl)-1,3-thiazol-2(3H)-ylidene]adamantane-1-carboxamide). As a reaction SMILES: [CH3:1][C:2]1[N:3]=[C:4]([NH2:8])[S:5][C:6]=1[CH3:7].Br[CH2:10][CH2:11][CH2:12][CH:13]([CH3:15])[CH3:14].[C:16]12([C:26]([OH:28])=O)[CH2:25][CH:20]3[CH2:21][CH:22]([CH2:24][CH:18]([CH2:19]3)[CH2:17]1)[CH2:23]2>>[CH3:1][C:2]1[N:3]([CH2:10][CH2:11][CH2:12][CH:13]([CH3:15])[CH3:14])/[C:4](=[N:8]/[C:26]([C:16]23[CH2:17][CH:18]4[CH2:24][CH:22]([CH2:21][CH:20]([CH2:19]4)[CH2:25]2)[CH2:23]3)=[O:28])/[S:5][C:6]=1[CH3:7]. Reported procedure: 4,5-Dimethylthiazol-2-ylamine, 1-bromo-4-methyl-pentane and 1-adamantane carboxylic acid were processed according to the method of Example 47 to afford the title compound. 1H NMR (CDCl3, 500 MHz) δ ppm 0.87 (d, J=6.55 Hz, 6 H) 1.18-1.27 (m, 2 H) 1.54-1.62 (m, 1 H) 1.62-1.76 (m, 8 H) 1.84 (d, J=2.50 Hz, 6 H) 1.94-2.03 (m, 3 H) 2.15 (s, 3 H) 2.20 (s, 3 H) 3.98-4.11 (m, 2 H); MS (ESI) m/z 374 (M=H)+. The reactants are C(C)(=O)[O-].C(C)(=O)[O-].C(CCC)[Sn+2]CCCC (dibutyl tin diacetate), COC1=CC=C(O)C=C1 (hydroquinone monomethyl ether), C(C)(C)(C)C1=C(C(=CC(=C1)C)C(C)(C)C)O (2,6-di-t-butyl-4-methylphenol), C(C=C)(=O)OCC(C)O (2-hydroxypropyl acrylate), CC=1C(=CC(=CC1)N=C=O)N=C=O (TDI). Run at temperature 70 celsius, time 7 hour. The product is C(C=C)(=O)O.NC(=O)OCC (urethane acrylate), oligomer ( A ). RXN SMILES: [C:1]([O:5]CC(O)C)(=[O:4])[CH:2]=[CH2:3].CC1C(N=C=O)=CC([N:17]=[C:18]=[O:19])=CC=1.C([O-])(=O)C.C([O-])(=O)C.C([Sn+2]CCCC)CCC.COC1C=CC(O)=CC=1.C([C:53]1C=C(C)C=C(C(C)(C)C)[C:54]=1[OH:64])(C)(C)C>>[C:1]([OH:5])(=[O:4])[CH:2]=[CH2:3].[NH2:17][C:18]([O:64][CH2:54][CH3:53])=[O:19] |f:2.3.4,7.8|. Procedure details: 260 g (2 mol) of 2-hydroxypropyl acrylate (molecular weight 130) was placed in a flask equipped with a stirring blade, and with constant stirring, 174 g (1 mol) of TDI (2,4-tolylene diisocyanate) was added dropwise, with care taken over the generated heat, and the temperature was raised to 70° C. 1 g of dibutyl tin diacetate, 0.2 g of hydroquinone monomethyl ether and 1 g of 2,6-di-t-butyl-4-methylphenol were then added. Reaction was allowed to proceed at this temperature for 7 hours, and once t... Starting materials: [Br-], CC(C)(C)OC(=O)NC1CCCc2cc(C=O)ccc21, C1CCOC1, C[Mg+]. The product is CC(O)c1ccc2c(c1)CCCC2NC(=O)OC(C)(C)C. RXN SMILES: [Br-:21].[C:1]([CH3:2])([CH3:3])([CH3:4])[O:5][C:6]([NH:7][CH:8]1[CH2:9][CH2:10][CH2:11][c:12]2[cH:13][c:14]([CH:18]=[O:19])[cH:15][cH:16][c:17]21)=[O:20].[CH2:24]1[O:25][CH2:26][CH2:27][CH2:28]1.[CH3:22][Mg+:23]>>[C:1]([CH3:2])([CH3:3])([CH3:4])[O:5][C:6]([NH:7][CH:8]1[CH2:9][CH2:10][CH2:11][c:12]2[cH:13][c:14]([CH:18]([OH:19])[CH3:22])[cH:15][cH:16][c:17]21)=[O:20]. Starting materials: CS(C)=O, CC(C)O, NO, O, N#Cc1ccc(OCCCN2CCC(CCCO)CC2)cc1. Product: NC(=NO)c1ccc(OCCCN2CCC(CCCO)CC2)cc1. Reaction SMILES: [CH3:1][S:2]([CH3:3])=[O:4].[CH3:29][CH:30]([OH:31])[CH3:32].[NH2:27][OH:28].[OH2:33].[OH:5][CH2:6][CH2:7][CH2:8][CH:9]1[CH2:10][CH2:11][N:12]([CH2:15][CH2:16][CH2:17][O:18][c:19]2[cH:20][cH:21][c:22]([C:23]#[N:24])[cH:25][cH:26]2)[CH2:13][CH2:14]1>>[OH:5][CH2:6][CH2:7][CH2:8][CH:9]1[CH2:10][CH2:11][N:12]([CH2:15][CH2:16][CH2:17][O:18][c:19]2[cH:20][cH:21][c:22]([C:23]([NH2:24])=[N:27][OH:28])[cH:25][cH:26]2)[CH2:13][CH2:14]1. The reactants are COC([C@@H](N)CCC(=O)OC)=O (L-glutamic acid dimethyl ester), N(=O)OCCC(C)C (isoamyl nitrite), C(C)(=O)O (acetic acid). Solvent: C1=CC=CC=C1 (benzene). The product is [N+](=[N-])=C(C(=O)OC)CCC(=O)OC (dimethyl 2-diazopentane-1,5-dioate). Reaction SMILES: [CH3:1][O:2][C:3](=[O:12])[C@H:4]([CH2:6][CH2:7][C:8]([O:10][CH3:11])=[O:9])[NH2:5].[N:13](OCCC(C)C)=O.C(O)(=O)C>C1C=CC=CC=1>[N+:5](=[C:4]([CH2:6][CH2:7][C:8]([O:10][CH3:11])=[O:9])[C:3]([O:2][CH3:1])=[O:12])=[N-:13]. Procedure details: A solution of L-glutamic acid dimethyl ester (2.6 g, 14.8 mmol), isoamyl nitrite (2.13 mL, 15.9 mmol) and acetic acid (0.22 mL) in benzene (150 mL) is heated to reflux for one hour. The solution is washed with IN aqueous sulfuric acid, water, saturated sodium hydrogen carbonate solution, water and brine (50 mL each). The solvent is removed in vacuo to yield dimethyl 2-diazopentane-1,5-dioate which can be further purified by column chromatography.